This data is from the Open Reaction Database (ORD), a public repository of structured organic reaction records. The task is: describe an organic reaction: reactants, conditions, products, and yield The solvent is CO (methanol), CO (methanol). The reagents and catalysts are OS(=O)(=O)O (H2SO4). The product is COC1(CCCCC1)OC (1,1-Dimethoxycyclohexane). RXN SMILES: [C:1]1(=O)[CH2:6][CH2:5]C[CH2:3][CH2:2]1.[CH3:8][O:9][CH:10](OC)[O:11][CH3:12].C[O-].[Na+]>OS(O)(=O)=O.CO>[CH3:8][O:9][C:10]1([O:11][CH3:12])[CH2:5][CH2:6][CH2:1][CH2:2][CH2:3]1 |f:2.3|. Starting materials: C1(CCCCC1)=O (cyclohexanone), COC(OC)OC (trimethylorthoformate), C[O-].[Na+] (sodium methoxide). Procedure: A mixture of cyclohexanone (52 ml, 0.5 mol), trimethylorthoformate (66 ml, 0.6 mol), methanol (51 ml, 1.26 mol) and concentrated H2SO4 (1 drop) was refluxed for 18 hours. A solution sodium methoxide in methanol was added until the mi was neutral, and the mixture was fractionally distilled. 1,1-Dimethoxycyclohexane was obtained from the fraction b.p. 162°-164° C. (50.6 g, 70%). The reactants are C(Cl)(Cl)Cl (CHCl3), C(Cl)(Cl)Cl (CHCl3), C(C1=CC=CC=C1)O[C@H]1C(O)(O[C@@H]([C@H]([C@@H]1OCC1=CC=CC=C1)OCC1=CC=CC=C1)COCC1=CC=CC=C1)C(SC)SC (2,3,4,6-Tetra-O-benzyl-1-C-[bis(methylthio)methyl]-D-glucopyranose), [H-].[Al+3].[Li+].[H-].[H-].[H-] (lithium aluminum hydride), CO (Methanol). The solvent is O1CCCC1 (tetrahydrofuran). Conditions: time 18 hour. Yields the product C(C1=CC=CC=C1)O[C@@H](C(O)C(SC)SC)[C@@H](OCC1=CC=CC=C1)[C@H](OCC1=CC=CC=C1)[C@H](O)COCC1=CC=CC=C1 (2,3,4,6-Tetra-O-benzyl-1-C-[bis(methylthio)methyl]-D-glucitol). As a reaction SMILES: [CH2:1]([O:8][C@@H:9]1[C@@H:15]([O:16][CH2:17][C:18]2[CH:23]=[CH:22][CH:21]=[CH:20][CH:19]=2)[C@H:14]([O:24][CH2:25][C:26]2[CH:31]=[CH:30][CH:29]=[CH:28][CH:27]=2)[C@@H:13]([CH2:32][O:33][CH2:34][C:35]2[CH:40]=[CH:39][CH:38]=[CH:37][CH:36]=2)[O:12][C:10]1([CH:41]([S:44][CH3:45])[S:42][CH3:43])[OH:11])[C:2]1[CH:7]=[CH:6][CH:5]=[CH:4][CH:3]=1.[H-].[Al+3].[Li+].[H-].[H-].[H-].CO.C(Cl)(Cl)Cl>O1CCCC1>[CH2:1]([O:8][C@H:9]([C@H:15]([C@@H:14]([C@@H:13]([CH2:32][O:33][CH2:34][C:35]1[CH:36]=[CH:37][CH:38]=[CH:39][CH:40]=1)[OH:12])[O:24][CH2:25][C:26]1[CH:31]=[CH:30][CH:29]=[CH:28][CH:27]=1)[O:16][CH2:17][C:18]1[CH:19]=[CH:20][CH:21]=[CH:22][CH:23]=1)[CH:10]([CH:41]([S:44][CH3:45])[S:42][CH3:43])[OH:11])[C:2]1[CH:7]=[CH:6][CH:5]=[CH:4][CH:3]=1 |f:1.2.3.4.5.6|. Procedure: 2,3,4,6-Tetra-O-benzyl-1-C-[bis(methylthio)methyl]-D-glucopyranose (4 0 g) was dissolved in tetrahydrofuran (140 mL), to which lithium aluminum hydride (2.8 g) was added in portions under ice-cooling, and stirred at the same temperature for 18 hours and then at room temperature for 3 hours Methanol (50 mL) was added dropwise to the mixture under ice-cooling, and evaporated under reduced pressure. The residue was added to a mixture of ethyl acetate (200 mL) and water (200 mL) under ice-cooling, a... Yields the product COC(=O)C(C)c1ccc(N)c(Cl)c1. Starting materials: CCOCC, COC(=O)C(C)(SC)c1ccc(N)c(Cl)c1, CC(=O)O, [Cu+2], O, O=S(=O)([O-])[O-], [Zn]. As a reaction SMILES: [CH3:18][CH2:19][O:20][CH2:21][CH3:22].[CH3:1][S:2][C:3]([C:4](=[O:5])[O:6][CH3:7])([CH3:8])[c:9]1[cH:10][c:11]([Cl:16])[c:12]([NH2:15])[cH:13][cH:14]1.[CH3:23][C:24](=[O:25])[OH:26].[Cu+2:33].[OH2:17].[S:28]([O-:29])([O-:30])(=[O:31])=[O:32].[Zn:27]>>[CH:3]([C:4](=[O:5])[O:6][CH3:7])([CH3:8])[c:9]1[cH:10][c:11]([Cl:16])[c:12]([NH2:15])[cH:13][cH:14]1. The reactants are C, CCOCC, [H][H], O=C(Nc1cc(Oc2ccc([N+](=O)[O-])cc2)ccn1)N1CCC(N2CCCC2)CC1, C1CCOC1, [Pd]. The product is Nc1ccc(Oc2ccnc(NC(=O)N3CCC(N4CCCC4)CC3)c2)cc1. As a reaction SMILES: [C:43].[CH3:38][CH2:39][O:40][CH2:41][CH3:42].[H:31][H:32].[N+:1]([O-:2])(=[O:3])[c:4]1[cH:5][cH:6][c:7]([O:8][c:9]2[cH:10][c:11]([NH:15][C:16](=[O:17])[N:18]3[CH2:19][CH2:20][CH:21]([N:24]4[CH2:25][CH2:26][CH2:27][CH2:28]4)[CH2:22][CH2:23]3)[n:12][cH:13][cH:14]2)[cH:29][cH:30]1.[O:33]1[CH2:34][CH2:35][CH2:36][CH2:37]1.[Pd:44]>>[NH2:1][c:4]1[cH:5][cH:6][c:7]([O:8][c:9]2[cH:10][c:11]([NH:15][C:16](=[O:17])[N:18]3[CH2:19][CH2:20][CH:21]([N:24]4[CH2:25][CH2:26][CH2:27][CH2:28]4)[CH2:22][CH2:23]3)[n:12][cH:13][cH:14]2)[cH:29][cH:30]1. The reactants are CO, O=C(O)C#Cc1ccc(C(F)(F)F)cc1Cl, ClCCl, Nc1ccc2oc(CN3CCCC3)nc2c1. Product: O=C(C#Cc1ccc(C(F)(F)F)cc1Cl)Nc1ccc2oc(CN3CCCC3)nc2c1. As a reaction SMILES: [CH3:33][OH:34].[Cl:17][c:18]1[c:19]([C:28]#[C:29][C:30](=[O:31])[OH:32])[cH:20][cH:21][c:22]([C:24]([F:25])([F:26])[F:27])[cH:23]1.[Cl:35][CH2:36][Cl:37].[N:1]1([CH2:6][c:7]2[o:8][c:9]3[c:10]([n:11]2)[cH:12][c:13]([NH2:16])[cH:14][cH:15]3)[CH2:2][CH2:3][CH2:4][CH2:5]1>>[N:1]1([CH2:6][c:7]2[o:8][c:9]3[c:10]([n:11]2)[cH:12][c:13]([NH:16][C:30]([C:29]#[C:28][c:19]2[c:18]([Cl:17])[cH:23][c:22]([C:24]([F:25])([F:26])[F:27])[cH:21][cH:20]2)=[O:31])[cH:14][cH:15]3)[CH2:2][CH2:3][CH2:4][CH2:5]1. Starting materials: red phosphorus, II (iodine), ClC=1C=NN(C1)C1=CC=C(C(C(=O)O)O)C=C1 (4-(4-chloropyrazol-1-yl) mandelic acid). Solvent: C(C)(=O)O (acetic acid). Conditions: time 15 minute. Yields the product ClC=1C=NN(C1)C1=CC=C(C=C1)CC(=O)O (4-(4-chloropyrazol-1-yl) phenylacetic acid). As a reaction SMILES: II.[Cl:3][C:4]1[CH:5]=[N:6][N:7]([C:9]2[CH:19]=[CH:18][C:12]([CH:13](O)[C:14]([OH:16])=[O:15])=[CH:11][CH:10]=2)[CH:8]=1>C(O)(=O)C>[Cl:3][C:4]1[CH:5]=[N:6][N:7]([C:9]2[CH:10]=[CH:11][C:12]([CH2:13][C:14]([OH:16])=[O:15])=[CH:18][CH:19]=2)[CH:8]=1. Procedure details: 340 mg of red phosphorus and 110 mg of iodine are added to 10 ml of glacial acetic acid. After 15 minutes, 2.8 g (0.01 mole) of 4-(4-chloropyrazol-1-yl) mandelic acid are added; heating under reflux is effected for 4 hours, followed by cooling, filtration, pouring on to a sodium sulphite solution and extraction with ether. The ethereal solution is dried and concentrated. 4-(4-chloropyrazol-1-yl) phenylacetic acid (m.p. 176°-178° C.) is obtained.